The task is: describe an organic reaction: reactants, conditions, products, and yield. This data is from the Open Reaction Database (ORD), a public repository of structured organic reaction records. The reactants are C(C(C)C)N(C(=O)C1CN(CCO1)C(=O)OC(C)(C)C)CC1=CC2=C(CCCCO2)C=C1 ((±)-tert-butyl 2-{[isobutyl(2,3,4,5-tetrahydro-1-benzoxepin-8-ylmethyl)amino]carbonyl}morpholine-4-carboxylate), Cl (HCl). Run in O1CCOCC1 (dioxane), O1CCOCC1 (dioxane). Reaction conditions: time 30 minute. Product: Cl.C(C(C)C)N(C(=O)C1CNCCO1)CC1=CC2=C(CCCCO2)C=C1 ((±)-N-isobutyl-N-(2,3,4,5-tetrahydro-1-benzoxepin-8-ylmethyl)morpholine-2-carboxamide hydrochloride). Reaction SMILES: [CH2:1]([N:5]([CH2:21][C:22]1[CH:32]=[CH:31][C:25]2[CH2:26][CH2:27][CH2:28][CH2:29][O:30][C:24]=2[CH:23]=1)[C:6]([CH:8]1[O:13][CH2:12][CH2:11][N:10](C(OC(C)(C)C)=O)[CH2:9]1)=[O:7])[CH:2]([CH3:4])[CH3:3].[ClH:33]>O1CCOCC1>[ClH:33].[CH2:1]([N:5]([CH2:21][C:22]1[CH:32]=[CH:31][C:25]2[CH2:26][CH2:27][CH2:28][CH2:29][O:30][C:24]=2[CH:23]=1)[C:6]([CH:8]1[O:13][CH2:12][CH2:11][NH:10][CH2:9]1)=[O:7])[CH:2]([CH3:4])[CH3:3] |f:3.4|. Procedure: To a solution of 0.798 g (1.79 mmol) of (±)-tert-butyl 2-{[isobutyl(2,3,4,5-tetrahydro-1-benzoxepin-8-ylmethyl)amino]carbonyl}morpholine-4-carboxylate in 3.6 mL of dioxane cooled in an ice-bath was added 3.6 mL (14.4 mmol, 8 equiv) of 4M HCl in dioxane. The solution was stirred 30 minutes with cooling, then for 3.5 hours at ambient temperature. The solution was concentrated under reduced pressure, the residue triturated with ether, and dried under vacuum to give the product as a white solid. MS ... Reactants: O1CCN(CC1)C1=CC=C(N)C=C1 (4-morpholinoaniline), Cl.O1CCOCC1 (hydrogen chloride 1,4-dioxane), C(C1=CC=CC=C1)NC1=NC(=NC=C1C(=O)N)Cl (4-benzylamino-2-chloropyrimidine-5-carboxamide). Solvent: CN1CCCC1=O (NMP). Conditions: temperature 90 celsius, time 3 hour. Product: C(C1=CC=CC=C1)NC1=NC(=NC=C1C(=O)N)NC1=CC=C(C=C1)N1CCOCC1 (4-benzylamino-2-{[4-(morpholin-4-yl)phenyl]amino}pyrimidine -5-carboxamide). Yield: 42.9%. As a reaction SMILES: [O:1]1[CH2:6][CH2:5][N:4]([C:7]2[CH:13]=[CH:12][C:10]([NH2:11])=[CH:9][CH:8]=2)[CH2:3][CH2:2]1.Cl.O1CCOCC1.[CH2:21]([NH:28][C:29]1[C:34]([C:35]([NH2:37])=[O:36])=[CH:33][N:32]=[C:31](Cl)[N:30]=1)[C:22]1[CH:27]=[CH:26][CH:25]=[CH:24][CH:23]=1>CN1C(=O)CCC1>[CH2:21]([NH:28][C:29]1[C:34]([C:35]([NH2:37])=[O:36])=[CH:33][N:32]=[C:31]([NH:11][C:10]2[CH:12]=[CH:13][C:7]([N:4]3[CH2:3][CH2:2][O:1][CH2:6][CH2:5]3)=[CH:8][CH:9]=2)[N:30]=1)[C:22]1[CH:27]=[CH:26][CH:25]=[CH:24][CH:23]=1 |f:1.2|. Reported procedure: A 5 ml NMP solution of 352 mg of 4-morpholinoaniline was mixed with 0.95 ml of 4 M hydrogen chloride/1,4-dioxane solution and 400 mg of 4-benzylamino-2-chloropyrimidine-5-carboxamide, followed by stirring at 90° C. for 3 hours. The reaction mixture was cooled down to room temperature, and then the precipitate was collected by filtration. The collected solid was mixed with saturated sodium bicarbonate aqueous solution and extracted with a mixed solution of THF-ethyl acetate. The organic layer was... The reactants are CC=1C(=NC=CC1)CN(CCCN)CC1=NC=CC=C1C (N,N-Bis-(3-methyl-pyridin-2-ylmethyl)-propane-1,3-diamine), C[Si](C)(C)N=C=O (trimethylsilylisocyanate). Solvent: CC(C)O (i-PrOH). Yields the product CC=1C(=NC=CC1)CN(CCCNC(=O)N)CC1=NC=CC=C1C ({3-[Bis-(3-methyl-pyridin-2-ylmethyl)-amino]-propyl}-urea), 2. Yield: 51.0%. RXN SMILES: [CH3:1][C:2]1[C:3]([CH2:8][N:9]([CH2:14][C:15]2[C:20]([CH3:21])=[CH:19][CH:18]=[CH:17][N:16]=2)[CH2:10][CH2:11][CH2:12][NH2:13])=[N:4][CH:5]=[CH:6][CH:7]=1.C[Si]([N:26]=[C:27]=[O:28])(C)C>CC(O)C>[CH3:1][C:2]1[C:3]([CH2:8][N:9]([CH2:14][C:15]2[C:20]([CH3:21])=[CH:19][CH:18]=[CH:17][N:16]=2)[CH2:10][CH2:11][CH2:12][NH:13][C:27]([NH2:26])=[O:28])=[N:4][CH:5]=[CH:6][CH:7]=1. Procedure: The amine from above was dissolved in i-PrOH (3 mL) and treated with trimethylsilylisocyanate (93 μL, 0.69 mmol) at room temperature for 16 hours. The solution was then concentrated under reduced pressure and dried in vacuo. The crude material was then purified by column chromatography with silica gel (20:1:0.1 CH2Cl2/MeOH/NH4OH) to give {3-[Bis-(3-methyl-pyridin-2-ylmethyl)-amino]-propyl}-urea as a colorless oil (82 mg, 51% 2 steps). 1H NMR (CDCl3) δ 1.67 (m, 2H), 2.22 (s, 6H), 2.67 (t, 2H, J=7... The solvent is CN(C=O)C (dimethylformamide). Starting materials: Cl (HCl), [Cl-].[NH4+] (Ammonium chloride), [N-]=[N+]=[N-].[Na+] (sodium azide), C(#N)C1=CC=C(C=C1)NC(=O)C=1C=CC2=C(N(CCO2)S(=O)(=O)C2=C(C=CC(=C2)Cl)OC)C1 (4-(5-chloro-2-methoxy-benzenesulfonyl)-3,4-dihydro-2H-benzo[1,4]oxazine-6-carboxylic acid (4-cyano-phenyl)-amide). As a reaction SMILES: [C:1]([C:3]1[CH:8]=[CH:7][C:6]([NH:9][C:10]([C:12]2[CH:13]=[CH:14][C:15]3[O:20][CH2:19][CH2:18][N:17]([S:21]([C:24]4[CH:29]=[C:28]([Cl:30])[CH:27]=[CH:26][C:25]=4[O:31][CH3:32])(=[O:23])=[O:22])[C:16]=3[CH:33]=2)=[O:11])=[CH:5][CH:4]=1)#[N:2].[Cl-].[NH4+].[N-:36]=[N+:37]=[N-:38].[Na+].Cl>CN(C)C=O>[NH:36]1[C:1]([C:3]2[CH:4]=[CH:5][C:6]([NH:9][C:10]([C:12]3[CH:13]=[CH:14][C:15]4[O:20][CH2:19][CH2:18][N:17]([S:21]([C:24]5[CH:29]=[C:28]([Cl:30])[CH:27]=[CH:26][C:25]=5[O:31][CH3:32])(=[O:23])=[O:22])[C:16]=4[CH:33]=3)=[O:11])=[CH:7][CH:8]=2)=[N:2][N:38]=[N:37]1 |f:1.2,3.4|. Procedure: A microwave tube was charged with a solution of 4-(5-chloro-2-methoxy-benzenesulfonyl)-3,4-dihydro-2H-benzo[1,4]oxazine-6-carboxylic acid (4-cyano-phenyl)-amide (50 mg, 0.10 mmol) in dimethylformamide (2.0 mL). Ammonium chloride (102 mg, 1.9 mmol) and sodium azide (121 mg, 1.9 mmol) were added and the tube was sealed under an argon atmosphere and irradiated in a microwave oven at a temperature of 155° C. for 35 min. The mixture was then acidified with HCl 1N and extracted three times with ethyl ... Yields the product N1N=NN=C1C1=CC=C(C=C1)NC(=O)C=1C=CC2=C(N(CCO2)S(=O)(=O)C2=C(C=CC(=C2)Cl)OC)C1 (4-(5-chloro-2-methoxy-benzenesulfonyl)-3,4-dihydro-2H-benzo[1,4]oxazine-6-carboxylic acid [4-(1H-tetrazol-5-yl)-phenyl]-amide). Starting materials: BrC1=C(C(=C(C(=C1F)O)NC(C(CO)(C)C)=O)C#N)C (N-(4-Bromo-2-cyano-5-fluoro-6-hydroxy-3-methylphenyl)-3-hydroxy-2,2-dimethyl-1-propanamide), C1(=CC=C(C=C1)S(=O)(=O)[O-])C.[NH+]1=CC=CC=C1 (pyridinium p-toluenesulfonate). Solvent: C1(=CC=CC=C1)C (toluene), C(C)(=O)OCC (ethyl acetate). The product is BrC=1C(=C2C(N=C(O2)C(CO)(C)C)=C(C1C)C#N)F (6-Bromo-7-fluoro-2-(2-hydroxy-1,1-dimethylethyl)-5-methyl-1,3-benzoxazole-4-carbonitrile). The yield is 53.5%. Reaction SMILES: [Br:1][C:2]1[C:7]([F:8])=[C:6](O)[C:5]([NH:10][C:11](=[O:17])[C:12]([CH3:16])([CH3:15])[CH2:13][OH:14])=[C:4]([C:18]#[N:19])[C:3]=1[CH3:20].C1(C)C=CC(S([O-])(=O)=O)=CC=1.[NH+]1C=CC=CC=1>C1(C)C=CC=CC=1.C(OCC)(=O)C>[Br:1][C:2]1[C:7]([F:8])=[C:6]2[O:17][C:11]([C:12]([CH3:16])([CH3:15])[CH2:13][OH:14])=[N:10][C:5]2=[C:4]([C:18]#[N:19])[C:3]=1[CH3:20] |f:1.2|. Procedure details: N-(4-Bromo-2-cyano-5-fluoro-6-hydroxy-3-methylphenyl)-3-hydroxy-2,2-dimethyl-1-propanamide (I-107) (1.80 g, 5.21 mmol) was dissolved in toluene (36 ml), pyridinium p-toluenesulfonate (262 mg, 1.04 mmol) was added, followed by heating under reflux for 28 hours. After cooling to room temperature, this was diluted with ethyl acetate, and washed with aqueous sodium hydrogencarbonate solution and saturated brine. The obtained organic layer was dried over anhydrous sodium sulfate, the solvent was evap... The reactants are BrC1=CC(=C(C=C1)CC(=O)OC)[N+](=O)[O-] (methyl (4-bromo-2-nitrophenyl)acetate), BrC1=CC(=C(C=C1)CC(=O)OC)[N+](=O)[O-] (methyl (4-bromo-2-nitrophenyl)acetate), N(=O)OCCC(C)C (isoamyl nitrite), [O-]CC.[Na+] (sodium ethoxide), [Na] (Sodium), Cl (Hydrochloric acid). The solvent is C(C)O (ethanol), C(C)O (ethanol). Reaction conditions: time 90 minute. Yields the product BrC1=CC2=C(C(=NO2)C(=O)OCC)C=C1 (Ethyl 6-bromo-1,2-benzisoxazole-3-carboxylate). RXN SMILES: [Na].[Br:2][C:3]1[CH:8]=[CH:7][C:6]([CH2:9][C:10]([O:12][CH3:13])=[O:11])=[C:5]([N+]([O-])=O)[CH:4]=1.[N:17](OCCC(C)C)=[O:18].[O-][CH2:26]C.[Na+].Cl>C(O)C>[Br:2][C:3]1[CH:8]=[CH:7][C:6]2[C:9]([C:10]([O:12][CH2:13][CH3:26])=[O:11])=[N:17][O:18][C:5]=2[CH:4]=1 |f:3.4,^1:0|. Reported procedure: Sodium metal (0.09 g) was dissolved in absolute ethanol (2 ml) under nitrogen. A solution of methyl (4-bromo-2-nitrophenyl)acetate (Intermediate 54) (1.0 g) in ethanol (8 ml) was treated with isoamyl nitrite (0.6 ml) followed by the solution of sodium ethoxide, yielding a black mixture. The mixture was stirred at 60° for 90 min then left at room temp. for 18 h. 2N Hydrochloric acid (20 ml) was added and the mixture was extracted with ethyl acetate (2×20 ml). The combined organic extracts were wa... Starting materials: C(=O)NC=1SC=C(N1)C(C(=O)NC1[C@@H]2N(C(=C(CS2)CSC2=NN=NN2C)C(=O)O)C1=O)=NOCCN=[N+]=[N-] (7-[2-(2-formamidothiazol-4-yl)-2-(2-azidoethoxyimino)acetamido]-3-(1-methyl-1H-tetrazol-5-yl)thiomethyl-3-cephem-4-carboxylic acid). Reagents/catalysts: [C].[Pd] (palladium carbon). Run in C(C)(=O)O (acetic acid). Reaction conditions: time 13 hour. Product: C(=O)NC=1SC=C(N1)C(C(=O)NC1[C@@H]2N(C(=C(CS2)CSC2=NN=NN2C)C(=O)O)C1=O)=NOCCN (7-[2-(2-formamidothiazol-4-yl)-2-(2-aminoethoxyimino)acetamido]-3-(1-methyl-1H-tetrazol-5-yl)thiomethyl-3-cephem-4-carboxylic acid). Yield: 52.3%. As a reaction SMILES: [CH:1]([NH:3][C:4]1[S:5][CH:6]=[C:7]([C:9](=[N:33][O:34][CH2:35][CH2:36][N:37]=[N+]=[N-])[C:10]([NH:12][CH:13]2[C:31](=[O:32])[N:15]3[C:16]([C:28]([OH:30])=[O:29])=[C:17]([CH2:20][S:21][C:22]4[N:26]([CH3:27])[N:25]=[N:24][N:23]=4)[CH2:18][S:19][C@H:14]23)=[O:11])[N:8]=1)=[O:2]>[C].[Pd].C(O)(=O)C>[CH:1]([NH:3][C:4]1[S:5][CH:6]=[C:7]([C:9](=[N:33][O:34][CH2:35][CH2:36][NH2:37])[C:10]([NH:12][CH:13]2[C:31](=[O:32])[N:15]3[C:16]([C:28]([OH:30])=[O:29])=[C:17]([CH2:20][S:21][C:22]4[N:26]([CH3:27])[N:25]=[N:24][N:23]=4)[CH2:18][S:19][C@H:14]23)=[O:11])[N:8]=1)=[O:2] |f:1.2|. Procedure details: A mixture of 7-[2-(2-formamidothiazol-4-yl)-2-(2-azidoethoxyimino)acetamido]-3-(1-methyl-1H-tetrazol-5-yl)thiomethyl-3-cephem-4-carboxylic acid (syn isomer, 0.70 g.), 10% palladium carbon (0.85 g.) and acetic acid (10 ml.) was subjected to catalytic reduction under ordinary pressure at room temperature for 13 hours. The resultant mixture was filtered, and the filtrate was concentrated in vacuo. The residue was stirred in diisopropyl ether (30 ml.) and methanol (10 ml.) for an hour. The precipita... Starting materials: CCO, ClCc1csc(-c2ccccc2)n1, Sc1nc2cccc3c2n1CCC3. The product is c1ccc(-c2nc(CSc3nc4cccc5c4n3CCC5)cs2)cc1. Reaction SMILES: [CH3:27][CH2:28][OH:29].[Cl:14][CH2:15][c:16]1[n:17][c:18](-[c:21]2[cH:22][cH:23][cH:24][cH:25][cH:26]2)[s:19][cH:20]1.[SH:1][c:2]1[n:3][c:4]2[cH:5][cH:6][cH:7][c:8]3[c:13]2[n:12]1[CH2:11][CH2:10][CH2:9]3>>[S:1]([c:2]1[n:3][c:4]2[cH:5][cH:6][cH:7][c:8]3[c:13]2[n:12]1[CH2:11][CH2:10][CH2:9]3)[CH2:15][c:16]1[n:17][c:18](-[c:21]2[cH:22][cH:23][cH:24][cH:25][cH:26]2)[s:19][cH:20]1. Reactants: COC(=O)c1ccc(CCc2nc(NC(C)=O)sc2Cc2ccc(S(C)(=O)=O)cc2)cc1, C1CCOC1, CC(C)C[AlH]CC(C)C, Cc1ccccc1. The product is CC(=O)Nc1nc(CCc2ccc(CO)cc2)c(Cc2ccc(S(C)(=O)=O)cc2)s1. As a reaction SMILES: [C:1]([CH3:2])(=[O:3])[NH:4][c:5]1[s:6][c:7]([CH2:22][c:23]2[cH:24][cH:25][c:26]([S:29](=[O:30])(=[O:31])[CH3:32])[cH:27][cH:28]2)[c:8]([CH2:10][CH2:11][c:12]2[cH:13][cH:14][c:15]([C:16](=[O:17])[O:18][CH3:19])[cH:20][cH:21]2)[n:9]1.[CH2:42]1[O:43][CH2:44][CH2:45][CH2:46]1.[CH3:33][CH:34]([CH2:35][AlH:36][CH2:37][CH:38]([CH3:39])[CH3:40])[CH3:41].[CH3:47][c:48]1[cH:49][cH:50][cH:51][cH:52][cH:53]1>>[C:1]([CH3:2])(=[O:3])[NH:4][c:5]1[s:6][c:7]([CH2:22][c:23]2[cH:24][cH:25][c:26]([S:29](=[O:30])(=[O:31])[CH3:32])[cH:27][cH:28]2)[c:8]([CH2:10][CH2:11][c:12]2[cH:13][cH:14][c:15]([CH2:16][OH:17])[cH:20][cH:21]2)[n:9]1. Starting materials: N(=NC(=O)OCC)C(=O)OCC (Diethyl azodicarboxylate), C(C)(C)N1CCC(CC1)O (N-isopropyl-4-hydroxypiperidine), OC=1C=C(C(=O)OCC)C=CC1 (ethyl 3-hydroxybenzoate), C1(=CC=CC=C1)P(C1=CC=CC=C1)C1=CC=CC=C1 (triphenylphosphine). Solvent: C1CCOC1 (THF). Conditions: temperature 0 celsius, time 42 hour. Product: C(C)(C)N1CCC(CC1)OC=1C=C(C(=O)OCC)C=CC1 (ethyl 3-(N-isopropypiperidin-4-yloxy)benzoate). The yield is 52.6%. RXN SMILES: N(C(OCC)=O)=NC(OCC)=O.[CH:13]([N:16]1[CH2:21][CH2:20][CH:19]([OH:22])[CH2:18][CH2:17]1)([CH3:15])[CH3:14].O[C:24]1[CH:25]=[C:26]([CH:32]=[CH:33][CH:34]=1)[C:27]([O:29][CH2:30][CH3:31])=[O:28].C1(P(C2C=CC=CC=2)C2C=CC=CC=2)C=CC=CC=1>C1COCC1>[CH:13]([N:16]1[CH2:21][CH2:20][CH:19]([O:22][C:24]2[CH:25]=[C:26]([CH:32]=[CH:33][CH:34]=2)[C:27]([O:29][CH2:30][CH3:31])=[O:28])[CH2:18][CH2:17]1)([CH3:15])[CH3:14]. Procedure details: Diethyl azodicarboxylate (2.26 g) was added dropwise to a stirred mixture of N-isopropyl-4-hydroxypiperidine (Helv. Chim. Acta, 1966, 46, 693; 1.57 g), ethyl 3-hydroxybenzoate (1.66 g), triphenylphosphine (3.4 g) and THF (40 ml) which had been cooled to 0° C. The mixture was stirred at ambient temperature for 42 hours. The solvent was evaporated and the residue was partitioned between ethyl acetate and 2N aqueous hydrochloric acid. The aqueous phase was washed with ethyl acetate, basified to pH1...